Dataset: the Open Reaction Database (ORD), a public repository of structured organic reaction records. Task: describe an organic reaction: reactants, conditions, products, and yield The reactants are O=C(Cl)c1ccccc1, C1NCC2COCC12, [Na+], [OH-], O. The product is O=C(c1ccccc1)N1CC2COCC2C1. As a reaction SMILES: [C:1]([c:2]1[cH:3][cH:4][cH:5][cH:6][cH:7]1)(=[O:8])[Cl:9].[CH2:10]1[O:11][CH2:12][CH:13]2[CH:14]1[CH2:15][NH:16][CH2:17]2.[Na+:19].[OH-:18].[OH2:20]>>[C:1]([c:2]1[cH:3][cH:4][cH:5][cH:6][cH:7]1)(=[O:8])[N:16]1[CH2:15][CH:14]2[CH2:10][O:11][CH2:12][CH:13]2[CH2:17]1. Reactants: CCC(O)(C#CC(O)c1ccc(SC)cc1)CC, ClCCl, O=[Cr](=O)([O-])O[Cr](=O)(=O)[O-], c1cc[nH+]cc1, c1cc[nH+]cc1. RXN SMILES: [CH2:1]([CH3:2])[C:3]([C:4]#[C:5][CH:6]([OH:7])[c:8]1[cH:9][cH:10][c:11]([S:14][CH3:15])[cH:12][cH:13]1)([CH2:16][CH3:17])[OH:18].[Cl:40][CH2:41][Cl:42].[Cr:19]([O:20][Cr:21]([O-:22])(=[O:23])=[O:24])([O-:25])(=[O:26])=[O:27].[nH+:28]1[cH:29][cH:30][cH:31][cH:32][cH:33]1.[nH+:34]1[cH:35][cH:36][cH:37][cH:38][cH:39]1>>[CH2:1]([CH3:2])[C:3]([C:4]#[C:5][C:6](=[O:7])[c:8]1[cH:9][cH:10][c:11]([S:14][CH3:15])[cH:12][cH:13]1)([CH2:16][CH3:17])[OH:18]. The product is CCC(O)(C#CC(=O)c1ccc(SC)cc1)CC. Reactants: N(=NC(=O)OC(C)C)C(=O)OC(C)C (diisopropyl azodicarboxylate), CC1=C(C=CC=C1CO)C1=C(C=C(C=C1C)O[C@@H]1COCC1)C ((S)-(2,2′,6′-trimethyl-4′-((tetrahydrofuran-3-yl)oxy)biphenyl-3-yl)methanol), OC1=CC2=C([C@@H](CO2)CC(=O)OC)C=C1 (methyl (S)-2-(6-hydroxyl-2,3-dihydrobenzofuran-3-yl)acetate), C1(=CC=CC=C1)P(C1=CC=CC=C1)C1=CC=CC=C1 (triphenylphosphine). Solvent: ClCCl (dichloromethane). Run at temperature 0 celsius, time 2 hour. Product: CC1=C(C=CC=C1COC1=CC2=C([C@@H](CO2)CC(=O)OC)C=C1)C1=C(C=C(C=C1C)O[C@@H]1COCC1)C (methyl 2-((S)-6-((2,2′,6′-trimethyl-4′-(((S)-tetrahydrofuran-3-yl)oxy)biphenyl-3-yl)methoxy)-2,3-dihydrobenzofuran-3-yl)acetate). Yield: 82.9%. Reaction SMILES: [CH3:1][C:2]1[C:7]([CH2:8][OH:9])=[CH:6][CH:5]=[CH:4][C:3]=1[C:10]1[C:15]([CH3:16])=[CH:14][C:13]([O:17][C@H:18]2[CH2:22][CH2:21][O:20][CH2:19]2)=[CH:12][C:11]=1[CH3:23].O[C:25]1[CH:38]=[CH:37][C:28]2[C@H:29]([CH2:32][C:33]([O:35][CH3:36])=[O:34])[CH2:30][O:31][C:27]=2[CH:26]=1.C1(P(C2C=CC=CC=2)C2C=CC=CC=2)C=CC=CC=1.N(C(OC(C)C)=O)=NC(OC(C)C)=O>ClCCl>[CH3:1][C:2]1[C:7]([CH2:8][O:9][C:25]2[CH:38]=[CH:37][C:28]3[C@H:29]([CH2:32][C:33]([O:35][CH3:36])=[O:34])[CH2:30][O:31][C:27]=3[CH:26]=2)=[CH:6][CH:5]=[CH:4][C:3]=1[C:10]1[C:11]([CH3:23])=[CH:12][C:13]([O:17][C@H:18]2[CH2:22][CH2:21][O:20][CH2:19]2)=[CH:14][C:15]=1[CH3:16]. Procedure: (S)-(2,2′,6′-Trimethyl-4′-((tetrahydrofuran-3-yl)oxy)biphenyl-3-yl)methanol 12e (75 mg, 0.24 mmol), methyl (S)-2-(6-hydroxyl-2,3-dihydrobenzofuran-3-yl)acetate (50 mg, 0.24 mmol) and triphenylphosphine (94 mg, 0.36 mmol) were dissolved in 20 mL of dichloromethane. The reaction solution was cooled down to 0° C., followed by addition of diisopropyl azodicarboxylate (73 mg, 0.36 mmol), then warmed up to room temperature and stirred for 2 hours. The resulting solution was concentrated under reduced ... As a reaction SMILES: [Br:32][CH2:33][CH:34]1[CH2:35][CH2:36]1.[C:26](=[O:27])([O-:28])[O-:29].[CH3:39][N:40]([CH3:41])[CH:42]=[O:43].[CH:1]1([O:12][c:13]2[n:14][nH:15][c:16]([CH3:25])[c:17]2[CH2:18][c:19]2[s:20][cH:21][c:22]([CH3:24])[cH:23]2)[CH:2]([OH:3])[CH:4]([OH:5])[CH:6]([OH:7])[CH:8]([CH2:10][OH:11])[O:9]1.[Cs+:30].[Cs+:31].[I-:38].[Na+:37].[OH2:44]>>[CH:1]1([O:12][c:13]2[n:14][n:15]([CH2:33][CH:34]3[CH2:35][CH2:36]3)[c:16]([CH3:25])[c:17]2[CH2:18][c:19]2[s:20][cH:21][c:22]([CH3:24])[cH:23]2)[CH:2]([OH:3])[CH:4]([OH:5])[CH:6]([OH:7])[CH:8]([CH2:10][OH:11])[O:9]1. Starting materials: BrCC1CC1, O=C([O-])[O-], CN(C)C=O, Cc1csc(Cc2c(OC3OC(CO)C(O)C(O)C3O)n[nH]c2C)c1, [Cs+], [Cs+], [I-], [Na+], O. Yields the product Cc1csc(Cc2c(OC3OC(CO)C(O)C(O)C3O)nn(CC3CC3)c2C)c1. The reactants are ClC1=CC=C(C=C1)C(N1CC(C1)C(C(C)(C)F)C=1C=C(C(=O)O)C=C(C1)F)C1=CC(=CC=C1)C#N (3-(1-{1-[(4-chlorophenyl)(3-cyanophenyl)methyl]azetidin-3-yl}-2-fluoro-2-methylpropyl)-5-fluorobenzoic acid), C(C)(C)O (isopropanol). Product: ClC1=CC=C(C=C1)C(N1CC(C1)C(C(C)(C)F)C=1C=C(C(=O)OC(C)C)C=C(C1)F)C1=CC(=CC=C1)C#N (Isopropyl 3-(1-{1-[(4-chlorophenyl)(3-cyanophenyl)methyl]azetidin-3-yl}-2-fluoro-2-methylpropyl)-5-fluorobenzoate). As a reaction SMILES: [Cl:1][C:2]1[CH:7]=[CH:6][C:5]([CH:8]([C:28]2[CH:33]=[CH:32][CH:31]=[C:30]([C:34]#[N:35])[CH:29]=2)[N:9]2[CH2:12][CH:11]([CH:13]([C:18]3[CH:19]=[C:20]([CH:24]=[C:25]([F:27])[CH:26]=3)[C:21]([OH:23])=[O:22])[C:14]([F:17])([CH3:16])[CH3:15])[CH2:10]2)=[CH:4][CH:3]=1.[CH:36](O)([CH3:38])[CH3:37]>>[Cl:1][C:2]1[CH:3]=[CH:4][C:5]([CH:8]([C:28]2[CH:33]=[CH:32][CH:31]=[C:30]([C:34]#[N:35])[CH:29]=2)[N:9]2[CH2:12][CH:11]([CH:13]([C:18]3[CH:19]=[C:20]([CH:24]=[C:25]([F:27])[CH:26]=3)[C:21]([O:23][CH:36]([CH3:38])[CH3:37])=[O:22])[C:14]([F:17])([CH3:16])[CH3:15])[CH2:10]2)=[CH:6][CH:7]=1. Procedure: Prepared from 3-(1-{1-[(4-chlorophenyl)(3-cyanophenyl)methyl]azetidin-3-yl}-2-fluoro-2-methylpropyl)-5-fluorobenzoic acid and isopropanol according to the procedure described in Preparation 21; Mass Spectrum: m/e=537 (M+1, 35Cl), 539 (M+1, 37Cl). Starting materials: COc1cc2ncnc(Nc3nc4ccc([N+](=O)[O-])cc4s3)c2cc1OC, CN(C)C=O, [H][H]. The product is COc1cc2ncnc(Nc3nc4ccc(N)cc4s3)c2cc1OC. Reaction SMILES: [CH3:1][O:2][c:3]1[cH:4][c:5]2[c:6]([NH:15][c:16]3[s:17][c:18]4[c:19]([n:20]3)[cH:21][cH:22][c:23]([N+:25]([O-:26])=[O:27])[cH:24]4)[n:7][cH:8][n:9][c:10]2[cH:11][c:12]1[O:13][CH3:14].[CH3:30][N:31]([CH3:32])[CH:33]=[O:34].[H:28][H:29]>>[CH3:1][O:2][c:3]1[cH:4][c:5]2[c:6]([NH:15][c:16]3[s:17][c:18]4[c:19]([n:20]3)[cH:21][cH:22][c:23]([NH2:25])[cH:24]4)[n:7][cH:8][n:9][c:10]2[cH:11][c:12]1[O:13][CH3:14]. Reactants: O=C([O-])O, O=C(c1ccc(-c2ccncc2)cc1)N1CCN(S(=O)(=O)c2ccc3cc(Cl)ccc3c2)CC1, ClCCl, Cl, [Na+], [Na+], [Na+], O=C(OO)c1cccc(Cl)c1, O=S([O-])[O-]. The product is O=C(c1ccc(-c2cc[n+]([O-])cc2)cc1)N1CCN(S(=O)(=O)c2ccc3cc(Cl)ccc3c2)CC1. As a reaction SMILES: [C:53](=[O:54])([OH:55])[O-:56].[Cl:2][c:3]1[cH:4][c:5]2[cH:6][cH:7][c:8]([S:13](=[O:14])(=[O:15])[N:16]3[CH2:17][CH2:18][N:19]([C:22]([c:23]4[cH:24][cH:25][c:26](-[c:29]5[cH:30][cH:31][n:32][cH:33][cH:34]5)[cH:27][cH:28]4)=[O:35])[CH2:20][CH2:21]3)[cH:9][c:10]2[cH:11][cH:12]1.[Cl:58][CH2:59][Cl:60].[ClH:1].[Na+:51].[Na+:52].[Na+:57].[OH:36][O:37][C:38]([c:39]1[cH:40][c:41]([Cl:42])[cH:43][cH:44][cH:45]1)=[O:46].[S:47]([O-:48])([O-:49])=[O:50]>>[Cl:2][c:3]1[cH:4][c:5]2[cH:6][cH:7][c:8]([S:13](=[O:14])(=[O:15])[N:16]3[CH2:17][CH2:18][N:19]([C:22]([c:23]4[cH:24][cH:25][c:26](-[c:29]5[cH:30][cH:31][n+:32]([O-:36])[cH:33][cH:34]5)[cH:27][cH:28]4)=[O:35])[CH2:20][CH2:21]3)[cH:9][c:10]2[cH:11][cH:12]1. Reactants: CC(C)(C)c1c(N)nn2cccnc12, CN(C)C=O, O=C(O)Cc1ccccc1, c1ccncc1. Product: CC(C)(C)c1c(NC(=O)Cc2ccccc2)nn2cccnc12. As a reaction SMILES: [C:1]([CH3:2])([CH3:3])([CH3:4])[c:5]1[c:6]([NH2:14])[n:7][n:8]2[c:9]1[n:10][cH:11][cH:12][cH:13]2.[O:31]=[CH:32][N:33]([CH3:34])[CH3:35].[OH:15][C:16](=[O:17])[CH2:18][c:19]1[cH:20][cH:21][cH:22][cH:23][cH:24]1.[cH:25]1[cH:26][cH:27][n:28][cH:29][cH:30]1>>[C:1]([CH3:2])([CH3:3])([CH3:4])[c:5]1[c:6]([NH:14][C:16](=[O:15])[CH2:18][c:19]2[cH:20][cH:21][cH:22][cH:23][cH:24]2)[n:7][n:8]2[c:9]1[n:10][cH:11][cH:12][cH:13]2. The reactants are BrC=1C=C(C(=NC1)NCC1CC1)NC(CC(C)(C)C)=O (N-{5-Bromo-2-[(cyclopropylmethyl)amino]pyridin-3-yl}-3,3-dimethylbutanamide), [OH-].[Na+] (sodium hydroxide). Solvent: C(C)O (ethanol). The product is BrC=1C=C2C(=NC1)N(C(=N2)CC(C)(C)C)CC2CC2 (6-Bromo-3-(cyclopropylmethyl)-2-(2,2-dimethylpropyl)-3H-imidazo[4,5-b]pyridine). The yield is 81.8%. Reaction SMILES: [Br:1][C:2]1[CH:3]=[C:4]([NH:13][C:14](=O)[CH2:15][C:16]([CH3:19])([CH3:18])[CH3:17])[C:5]([NH:8][CH2:9][CH:10]2[CH2:12][CH2:11]2)=[N:6][CH:7]=1.[OH-].[Na+]>C(O)C>[Br:1][C:2]1[CH:3]=[C:4]2[N:13]=[C:14]([CH2:15][C:16]([CH3:19])([CH3:18])[CH3:17])[N:8]([CH2:9][CH:10]3[CH2:12][CH2:11]3)[C:5]2=[N:6][CH:7]=1 |f:1.2|. Procedure: A mixture of N-{5-bromo-2-[(cyclopropylmethyl)amino]pyridin-3-yl}-3,3-dimethylbutanamide (5.04 g, 14.8 mmol, step E) and 2 N sodium hydroxide solution (10 mL) in ethanol (90 mL) was stirred under reflux for 21 h. After concentration, the residue was dissolved in water (50 mL) and the mixture was extracted with ethyl acetate (30 mL×2). The organic extracts were dried over sodium sulfate and concentrated. The residue was purified by column chromatography on silica gel (hexane:ethyl acetate=9:1 as ... The reactants are O=C1CCC(=O)N1Br, ClC(Cl)(Cl)Cl, Cc1cc(-c2ccccc2)ccc1Cl, CC(C)(C#N)N=NC(C)(C)C#N. The product is Clc1ccc(-c2ccccc2)cc1CBr. As a reaction SMILES: [Br:15][N:16]1[C:17](=[O:18])[CH2:19][CH2:20][C:21]1=[O:22].[C:35]([Cl:36])([Cl:37])([Cl:38])[Cl:39].[Cl:1][c:2]1[c:3]([CH3:14])[cH:4][c:5](-[c:8]2[cH:9][cH:10][cH:11][cH:12][cH:13]2)[cH:6][cH:7]1.[N:23]([C:24]([CH3:25])([CH3:26])[C:27]#[N:28])=[N:29][C:30]([CH3:31])([CH3:32])[C:33]#[N:34]>>[Cl:1][c:2]1[c:3]([CH2:14][Br:15])[cH:4][c:5](-[c:8]2[cH:9][cH:10][cH:11][cH:12][cH:13]2)[cH:6][cH:7]1.